This data is from the Open Reaction Database (ORD), a public repository of structured organic reaction records. The task is: describe an organic reaction: reactants, conditions, products, and yield The reactants are Cc1cccc(Nc2nc(NC3CCCCC3NC(=O)OC(C)(C)C)c(Br)c3c2C(=O)NC3)c1, O=C([O-])[O-], CB1OB(C)OB(C)O1, [K+], [K+], C1COCCO1, O, Cl[Pd]Cl. Yields the product Cc1cccc(Nc2nc(NC3CCCCC3NC(=O)OC(C)(C)C)c(C)c3c2C(=O)NC3)c1. As a reaction SMILES: [Br:1][c:2]1[c:3]2[c:4]([c:5]([NH:23][c:24]3[cH:25][c:26]([CH3:30])[cH:27][cH:28][cH:29]3)[n:6][c:7]1[NH:8][CH:9]1[CH:10]([NH:15][C:16]([O:17][C:18]([CH3:19])([CH3:20])[CH3:21])=[O:22])[CH2:11][CH2:12][CH2:13][CH2:14]1)[C:31](=[O:34])[NH:32][CH2:33]2.[C:44](=[O:45])([O-:46])[O-:47].[CH3:35][B:36]1[O:37][B:38]([CH3:39])[O:40][B:41]([CH3:42])[O:43]1.[K+:48].[K+:49].[O:50]1[CH2:51][CH2:52][O:53][CH2:54][CH2:55]1.[OH2:56].[Pd:57]([Cl:58])[Cl:59]>>[c:2]1([CH3:35])[c:3]2[c:4]([c:5]([NH:23][c:24]3[cH:25][c:26]([CH3:30])[cH:27][cH:28][cH:29]3)[n:6][c:7]1[NH:8][CH:9]1[CH:10]([NH:15][C:16]([O:17][C:18]([CH3:19])([CH3:20])[CH3:21])=[O:22])[CH2:11][CH2:12][CH2:13][CH2:14]1)[C:31](=[O:34])[NH:32][CH2:33]2. Starting materials: N=1C(=CN2C1C=CC=C2)C2=CC=C(C=C2)CC(=O)OCC (ethyl 4-(imidazo[1,2-a]pyridin-2-yl)phenylacetate), C(C)O (ethanol), [OH-].[Na+] (sodium hydroxide). Run in O (water). Reaction conditions: time 10 minute. Product: N=1C(=CN2C1C=CC=C2)C2=CC=C(C=C2)CC(=O)O (4-(imidazo[1,2-a]pyridin-2-yl)phenylacetic acid). The yield is 49.1%. Reaction SMILES: [N:1]1[C:2]([C:10]2[CH:15]=[CH:14][C:13]([CH2:16][C:17]([O:19]CC)=[O:18])=[CH:12][CH:11]=2)=[CH:3][N:4]2[CH:9]=[CH:8][CH:7]=[CH:6][C:5]=12.C(O)C.[OH-].[Na+]>O>[N:1]1[C:2]([C:10]2[CH:15]=[CH:14][C:13]([CH2:16][C:17]([OH:19])=[O:18])=[CH:12][CH:11]=2)=[CH:3][N:4]2[CH:9]=[CH:8][CH:7]=[CH:6][C:5]=12 |f:2.3|. Procedure details: A mixture of 5.2 g of ethyl 4-(imidazo[1,2-a]pyridin-2-yl)phenylacetate, 20 ml of ethanol, 0.96 g of sodium hydroxide and 5 ml of water is stirred at room temperature for 10 minutes. The ethanol is distilled off under reduced pressure, and the residue is dissolved in water. The solution is adjusted to pH 6 by addition of dilute hydrochloric acid. The crystalline precipitate is filtered off, washed with water, and recrystallized from ethanol to give 2.3 g of 4-(imidazo[1,2-a]pyridin-2-yl)phenylac...